This data is from the Open Reaction Database (ORD), a public repository of structured organic reaction records. The task is: describe an organic reaction: reactants, conditions, products, and yield Reactants: C(C1=CC=CC=C1)N1CCC2(CNC(O2)=O)CC1 (8-benzyl-1-oxa-3,8-diazaspiro[4.5]decan-2-one). Reagents/catalysts: [Pd] (palladium on carbon). Solvent: C(C)O (ethanol). Run at time 18 hour. Product: O1C(NCC12CCNCC2)=O (1-oxa-3,8-diazaspiro[4.5]decan-2-one). Isolated yield 106.8%. RXN SMILES: C([N:8]1[CH2:18][CH2:17][C:11]2([O:15][C:14](=[O:16])[NH:13][CH2:12]2)[CH2:10][CH2:9]1)C1C=CC=CC=1>[Pd].C(O)C>[O:15]1[C:11]2([CH2:10][CH2:9][NH:8][CH2:18][CH2:17]2)[CH2:12][NH:13][C:14]1=[O:16]. Procedure: A mixture of 6.2 g 8-benzyl-1-oxa-3,8-diazaspiro[4.5]decan-2-one, 50 ml ethanol and 0.5 g, 10% palladium on carbon is hydrogenated at 60 psi and 50° for 18 hours. After filtration and removal of solvent there is obtained 4.2 g 1-oxa-3,8-diazaspiro[4.5]decan-2-one, mp 158°-161°. Reactants: ice, O-Benzotriazol-1-yl-N,N,N′N′-tetramethyluronium tetrafluoroborate, C(C)(C)N(CC)C(C)C (diisopropylethylamine), C(C1=CC=CC=C1)OC(=O)N[C@@H](CC(=O)O)C(=O)NC1=C(C=CC(=C1)CC1=NNC(C2=CC=CC=C12)=O)F ((S)-3-benzyloxycarbonylamino-N-[2-fluoro-5-(4-oxo-3,4-dihydrophthalazin-1-ylmethyl)phenyl]succinamic acid). Solvent: CC(=O)N(C)C (dimethylacetamide). Conditions: time 24 hour. The product is C(C1=CC=CC=C1)OC(=O)N[C@@H]1C(N(C(C1)=O)C1=C(C=CC(=C1)CC1=NNC(C2=CC=CC=C12)=O)F)=O ((S)-3-benzyloxycarbonylamino-1-[2-fluoro-5-(4-oxo-3,4-dihydrophthalazin-1-ylmethyl)phenyl]pyrrolidine-2,5-dione). Yield: 69.9%. Reaction SMILES: C(N(C(C)C)CC)(C)C.[CH2:10]([O:17][C:18]([NH:20][C@H:21]([C:26]([NH:28][C:29]1[CH:34]=[C:33]([CH2:35][C:36]2[C:45]3[C:40](=[CH:41][CH:42]=[CH:43][CH:44]=3)[C:39](=[O:46])[NH:38][N:37]=2)[CH:32]=[CH:31][C:30]=1[F:47])=[O:27])[CH2:22][C:23]([OH:25])=O)=[O:19])[C:11]1[CH:16]=[CH:15][CH:14]=[CH:13][CH:12]=1>CC(N(C)C)=O>[CH2:10]([O:17][C:18]([NH:20][C@H:21]1[CH2:22][C:23](=[O:25])[N:28]([C:29]2[CH:34]=[C:33]([CH2:35][C:36]3[C:45]4[C:40](=[CH:41][CH:42]=[CH:43][CH:44]=4)[C:39](=[O:46])[NH:38][N:37]=3)[CH:32]=[CH:31][C:30]=2[F:47])[C:26]1=[O:27])=[O:19])[C:11]1[CH:16]=[CH:15][CH:14]=[CH:13][CH:12]=1. Procedure: O-Benzotriazol-1-yl-N,N,N′N′-tetramethyluronium tetrafluoroborate (0.289 g, 0.9 mmol) and diisopropylethylamine (0.193 g, 1.5 mmol) were added sequentially to a stirred solution of (S)-3-benzyloxycarbonylamino-N-[2-fluoro-5-(4-oxo-3,4-dihydrophthalazin-1-ylmethyl)phenyl]succinamic acid (0.35 g, 0.68 mmol) in dimethylacetamide (3 ml), the mixture was stirred at ambient temperature for 24 hours, then it was added dropwise to stirred, ice-cold water (30 ml). The mixture was stirred for 1 hour, then... Starting materials: [N+](=O)([O-])C1=CC2=C(N=C(S2)N2CCC(CC2)C#N)C=C1 (N-(6-nitrobenzothiazol-2-yl)-4-cyanopiperidine). Reagents/catalysts: [Pd] (palladium/carbon). Run in O1CCOCC1 (dioxane). Yields the product NC1=CC2=C(N=C(S2)N2CCC(CC2)C#N)C=C1 (N-(6-Aminobenzothiazol-2-yl)-4-cyanopiperidine). Isolated yield 94.9%. As a reaction SMILES: [N+:1]([C:4]1[CH:20]=[CH:19][C:7]2[N:8]=[C:9]([N:11]3[CH2:16][CH2:15][CH:14]([C:17]#[N:18])[CH2:13][CH2:12]3)[S:10][C:6]=2[CH:5]=1)([O-])=O>O1CCOCC1.[Pd]>[NH2:1][C:4]1[CH:20]=[CH:19][C:7]2[N:8]=[C:9]([N:11]3[CH2:16][CH2:15][CH:14]([C:17]#[N:18])[CH2:13][CH2:12]3)[S:10][C:6]=2[CH:5]=1. Reported procedure: 60 g of the N-(6-nitrobenzothiazol-2-yl)-4-cyanopiperidine obtained in the Preparation Example 13 was dissolved in 2,000 ml of dioxane and hydrogenated in the presence of 3 g of a 10% palladium/carbon catalyst at room temperature under atmospheric pressure for 2 h. Then the catalyst was removed by filtration and the solution was concentrated under reduced pressure to give 51 g of the titled compound. The reactants are COc1ccc(CN2C(=O)C3(COc4cc5c(cc43)OCCO5)c3ccccc32)cn1, CC#N, CCOC(C)=O, C[Si](C)(C)Cl, [I-], [Na+], [Na+], O, O=S([O-])O. Yields the product O=C1N(Cc2ccc(=O)[nH]c2)c2ccccc2C12COc1cc3c(cc12)OCCO3. RXN SMILES: [CH3:1][O:2][c:3]1[cH:4][cH:5][c:6]([CH2:9][N:10]2[C:11](=[O:31])[C:12]3([CH2:13][O:14][c:15]4[cH:16][c:17]5[c:18]([cH:23][c:24]43)[O:19][CH2:20][CH2:21][O:22]5)[c:25]3[cH:26][cH:27][cH:28][cH:29][c:30]32)[cH:7][n:8]1.[CH3:44][C:45]#[N:46].[CH3:48][CH2:49][O:50][C:51](=[O:52])[CH3:53].[Cl:34][Si:35]([CH3:36])([CH3:37])[CH3:38].[I-:33].[Na+:32].[Na+:43].[OH2:47].[S:39](=[O:40])([OH:41])[O-:42]>>[O:2]=[c:3]1[cH:4][cH:5][c:6]([CH2:9][N:10]2[C:11](=[O:31])[C:12]3([CH2:13][O:14][c:15]4[cH:16][c:17]5[c:18]([cH:23][c:24]43)[O:19][CH2:20][CH2:21][O:22]5)[c:25]3[cH:26][cH:27][cH:28][cH:29][c:30]32)[cH:7][nH:8]1. The reactants are O=C1N(C=2N(C(=C1CC1=CC=C(C=C1)C=1C(=CC=CC1)C#N)CCC)N=CN2)C2CCC1(OC(C(O1)(C)C)(C)C)CC2 (4′-{[5-oxo-7-propyl-4-(2,2,3,3-tetramethyl-1,4-dioxaspiro[4.5]dec-8-yl)-4,5-dihydro[1,2,4]triazolo[1,5-a]pyrimidin-6-yl]methyl}biphenyl-2-carbonitrile), C(CCC)[Sn](CCCC)=O (dibutyltin oxide), N(=[N+]=[N-])[Si](C)(C)C (azidotrimethylsilane), C1(=CC=CC=C1)C (toluene). Solvent: C(C)(=O)OCC (ethyl acetate). Conditions: temperature 110 celsius, time 48 hour. Product: C(CC)C1=C(C(N(C=2N1N=CN2)C2CCC1(OC(C(O1)(C)C)(C)C)CC2)=O)CC2=CC=C(C=C2)C2=C(C=CC=C2)C2=NN=NN2 (7-propyl-4-(2,2,3,3-tetramethyl-1,4-dioxaspiro[4.5]dec-8-yl)-6-{[2′-(1H-tetrazol-5-yl)biphenyl-4-yl]methyl}[1,2,4]triazolo[1,5-a]pyrimidin-5(4H)-one). Yield: 27.9%. As a reaction SMILES: [O:1]=[C:2]1[C:7]([CH2:8][C:9]2[CH:14]=[CH:13][C:12]([C:15]3[C:16]([C:21]#[N:22])=[CH:17][CH:18]=[CH:19][CH:20]=3)=[CH:11][CH:10]=2)=[C:6]([CH2:23][CH2:24][CH3:25])[N:5]2[N:26]=[CH:27][N:28]=[C:4]2[N:3]1[CH:29]1[CH2:42][CH2:41][C:32]2([O:36][C:35]([CH3:38])([CH3:37])[C:34]([CH3:40])([CH3:39])[O:33]2)[CH2:31][CH2:30]1.C([Sn](=O)CCCC)CCC.[N:53]([Si](C)(C)C)=[N+:54]=[N-:55].C1(C)C=CC=CC=1>C(OCC)(=O)C>[CH2:23]([C:6]1[N:5]2[N:26]=[CH:27][N:28]=[C:4]2[N:3]([CH:29]2[CH2:42][CH2:41][C:32]3([O:36][C:35]([CH3:38])([CH3:37])[C:34]([CH3:40])([CH3:39])[O:33]3)[CH2:31][CH2:30]2)[C:2](=[O:1])[C:7]=1[CH2:8][C:9]1[CH:10]=[CH:11][C:12]([C:15]2[CH:20]=[CH:19][CH:18]=[CH:17][C:16]=2[C:21]2[NH:55][N:54]=[N:53][N:22]=2)=[CH:13][CH:14]=1)[CH2:24][CH3:25]. Procedure details: A mixture of 4′-{[5-oxo-7-propyl-4-(2,2,3,3-tetramethyl-1,4-dioxaspiro[4.5]dec-8-yl)-4,5-dihydro[1,2,4]triazolo[1,5-a]pyrimidin-6-yl]methyl}biphenyl-2-carbonitrile (0.2 g), dibutyltin oxide (0.026 g), azidotrimethylsilane (1.2 g) and toluene (15 mL) was stirred at 110° C. for 48 hr. The reaction mixture was diluted with ethyl acetate, washed with water and then with saturated brine, and dried over anhydrous magnesium sulfate. The solvent was evaporated under reduced pressure, and the residue was... Reactants: CC(C)=O, OCCCCCCCC(O)c1ccc2ccccc2c1. Product: O=C(CCCCCCCO)c1ccc2ccccc2c1. RXN SMILES: [CH3:21][C:22](=[O:23])[CH3:24].[OH:1][CH:2]([CH2:3][CH2:4][CH2:5][CH2:6][CH2:7][CH2:8][CH2:9][OH:10])[c:11]1[cH:12][c:13]2[cH:14][cH:15][cH:16][cH:17][c:18]2[cH:19][cH:20]1>>[O:1]=[C:2]([CH2:3][CH2:4][CH2:5][CH2:6][CH2:7][CH2:8][CH2:9][OH:10])[c:11]1[cH:12][c:13]2[cH:14][cH:15][cH:16][cH:17][c:18]2[cH:19][cH:20]1.